Dataset: the Open Reaction Database (ORD), a public repository of structured organic reaction records. Task: describe an organic reaction: reactants, conditions, products, and yield Reactants: Cc1ccccc1C(=O)Cl, COc1ccc2[nH]c(C)c(CCN3CCCCC3CC3CCCCC3)c2c1, [H-], [Na+], [Na], CN(C)C=O. The product is COc1ccc2c(c1)c(CCN1CCCCC1CC1CCCCC1)c(C)n2C(=O)c1ccccc1C. Reaction SMILES: [CH3:31][c:32]1[c:33]([C:34](=[O:35])[Cl:36])[cH:37][cH:38][cH:39][cH:40]1.[CH:1]1([CH2:7][CH:8]2[N:9]([CH2:14][CH2:15][c:16]3[c:17]([CH3:27])[nH:18][c:19]4[cH:20][cH:21][c:22]([O:25][CH3:26])[cH:23][c:24]34)[CH2:10][CH2:11][CH2:12][CH2:13]2)[CH2:2][CH2:3][CH2:4][CH2:5][CH2:6]1.[H-:28].[Na+:29].[Na:30].[O:41]=[CH:42][N:43]([CH3:44])[CH3:45]>>[CH:1]1([CH2:7][CH:8]2[N:9]([CH2:14][CH2:15][c:16]3[c:17]([CH3:27])[n:18]([C:34]([c:33]4[c:32]([CH3:31])[cH:40][cH:39][cH:38][cH:37]4)=[O:35])[c:19]4[cH:20][cH:21][c:22]([O:25][CH3:26])[cH:23][c:24]34)[CH2:10][CH2:11][CH2:12][CH2:13]2)[CH2:2][CH2:3][CH2:4][CH2:5][CH2:6]1. Reactants: ClC=1C=NC=C(C1C=1CCN(CC1)C1COC1)F (3-chloro-5-fluoro-4-[1-(oxetan-3-yl)-3,6-dihydro-2H-pyridin-4-yl]pyridine), C(N)(OC(C)(C)C)=O (tert-butyl carbamate), CC(C)([O-])C.[Na+] (sodium tert-butoxide), CC(C)C1=CC(=C(C(=C1)C(C)C)C2=C(C=CC(=C2P(C3CCCCC3)C4CCCCC4)OC)OC)C(C)C (BrettPhos). The reagents and catalysts are CC(C)C1=CC(=C(C(=C1)C(C)C)C2=C(C=CC(=C2P(C3CCCCC3)C4CCCCC4)OC)OC)C(C)C (BrettPhos). Conditions: time 16 hour. Product: FC=1C(=C(C=NC1)NC(OC(C)(C)C)=O)C=1CCN(CC1)C1COC1 (tert-butyl (5-fluoro-1′-(oxetan-3-yl)-1′,2′,3′,6′-tetrahydro-[4,4′-bipyridin]-3-yl)carbamate). The yield is 24.2%. As a reaction SMILES: Cl[C:2]1[CH:3]=[N:4][CH:5]=[C:6]([F:18])[C:7]=1[C:8]1[CH2:9][CH2:10][N:11]([CH:14]2[CH2:17][O:16][CH2:15]2)[CH2:12][CH:13]=1.[C:19](=[O:26])([O:21][C:22]([CH3:25])([CH3:24])[CH3:23])[NH2:20].CC(C)([O-])C.[Na+].CC(C1C=C(C(C)C)C(C2C(P(C3CCCCC3)C3CCCCC3)=C(OC)C=CC=2OC)=C(C(C)C)C=1)C>CC(C1C=C(C(C)C)C(C2C(P(C3CCCCC3)C3CCCCC3)=C(OC)C=CC=2OC)=C(C(C)C)C=1)C>[F:18][C:6]1[C:7]([C:8]2[CH2:9][CH2:10][N:11]([CH:14]3[CH2:17][O:16][CH2:15]3)[CH2:12][CH:13]=2)=[C:2]([NH:20][C:19](=[O:26])[O:21][C:22]([CH3:25])([CH3:24])[CH3:23])[CH:3]=[N:4][CH:5]=1 |f:2.3|. Procedure: 3-chloro-5-fluoro-4-[1-(oxetan-3-yl)-3,6-dihydro-2H-pyridin-4-yl]pyridine (572 mg, 2.129 mmol), tert-butyl carbamate (1.246 g, 10.64 mmol), sodium tert-butoxide (1.044 g, 10.86 mmol), BrettPhos pre-catalyst (84.78 mg, 0.1064 mmol) and BrettPhos (57.11 mg, 0.1064 mmol) were placed in a sealable tube and degassed by vacuum/nitrogen cycles (×5). Dry dioxane (10 mL) was added and the resulting mixture was placed into a pre-heated block at 100° C. and stirred at this temperature for 16 hours. The rea... Starting materials: N1=C(C=CC=C1)N (pyridin-2-amine), N1=CC=C(C=C1)C(CC(=O)OCC)=O (ethyl 3-(4-pyridinyl)-3-oxopropionate), polyphosphoric acid, [OH-].[Na+] (sodium hydroxide). Solvent: O (water). Run at temperature 140 celsius. Product: N1=CC=C(C=C1)C=1N=C2N(C(C1)=O)C=CC=C2 (2-pyridin-4-yl-4H-pyrido[1,2-a]pyrimidin-4-one). The yield is 16.0%. RXN SMILES: [N:1]1[CH:6]=[CH:5][CH:4]=[CH:3][C:2]=1[NH2:7].[N:8]1[CH:13]=[CH:12][C:11]([C:14](=O)[CH2:15][C:16](OCC)=[O:17])=[CH:10][CH:9]=1.[OH-].[Na+]>O>[N:8]1[CH:13]=[CH:12][C:11]([C:14]2[N:7]=[C:2]3[CH:3]=[CH:4][CH:5]=[CH:6][N:1]3[C:16](=[O:17])[CH:15]=2)=[CH:10][CH:9]=1 |f:2.3|. Procedure: 0.406 g (4.31 mmol) of pyridin-2-amine and 1.00 g (5.17 mmol) of ethyl 3-(4-pyridinyl)-3-oxopropionate were added to 3 g of polyphosphoric acid (84% min.). The reaction mixture was heated at 140° C. for 12 hours. After cooling, water was added and the mixture was neutralized with an aqueous solution of sodium hydroxide (30%) and extracted with chloroform. The extracts were washed with a saturated aqueous solution of sodium chloride, dried and evaporated. The residue obtained was purified by chro...